This data is from the Open Reaction Database (ORD), a public repository of structured organic reaction records. The task is: describe an organic reaction: reactants, conditions, products, and yield Starting materials: [H-].C(C(C)C)[Al+]CC(C)C (Diisobutylaluminium hydride), solution, O (Water), C(#N)C(CC=C)C1=CC(=C(C=C1)Cl)Cl (4-Cyano-4-(3,4-dichlorophenyl)but-1-ene), C(CC(O)(C(=O)O)CC(=O)O)(=O)O (citric acid). The solvent is C1(=CC=CC=C1)C (toluene), C1(=CC=CC=C1)C (toluene), C1(=CC=CC=C1)C (toluene). Run at temperature -70 celsius, time 30 minute. Product: ClC=1C=C(C=CC1Cl)C(CC=C)C=O (4-(3,4-dichlorophenyl)-4-formylbut-1-ene). Reaction SMILES: [C:1]([CH:3]([C:7]1[CH:12]=[CH:11][C:10]([Cl:13])=[C:9]([Cl:14])[CH:8]=1)[CH2:4][CH:5]=[CH2:6])#N.[H-].C([Al+]CC(C)C)C(C)C.O.C(O)(=O)CC(CC(O)=O)(C(O)=O)[OH:29]>C1(C)C=CC=CC=1>[Cl:14][C:9]1[CH:8]=[C:7]([CH:3]([CH:1]=[O:29])[CH2:4][CH:5]=[CH2:6])[CH:12]=[CH:11][C:10]=1[Cl:13] |f:1.2|. Procedure details: 4-Cyano-4-(3,4-dichlorophenyl)but-1-ene (13 g) (see Preparation 20) was dissolved in anhydrous toluene (100 ml) and cooled to −70° C. under a nitrogen atmosphere. Diisobutylaluminium hydride (50 ml of a 1.5M solution in toluene) was added to the solution over 30 minutes, the mixture stirred at −70° C. for a further 30 minutes and then allowed to warm slowly to −10° C. Water (6 ml) was carefully added (exothermic reaction) before pouring the mixture into a 15% (by weight) aqueous solution of citr... Starting materials: CCC(CC)(c1ccc(C#CC2(O[Si](C)(C)C)CCCC2)c(C)c1)c1ccc(-c2ccc(CC(=O)OC)nc2)c(C)c1, CCCC[N+](CCCC)(CCCC)CCCC, [F-], C1CCOC1. Yields the product CCC(CC)(c1ccc(C#CC2(O)CCCC2)c(C)c1)c1ccc(-c2ccc(CC(=O)OC)nc2)c(C)c1. RXN SMILES: [CH3:19][O:20][C:21]([CH2:22][c:23]1[n:24][cH:25][c:26](-[c:29]2[c:30]([CH3:59])[cH:31][c:32]([C:35]([CH2:36][CH3:37])([c:38]3[cH:39][c:40]([CH3:56])[c:41]([C:44]#[C:45][C:46]4([O:51][Si:52]([CH3:53])([CH3:54])[CH3:55])[CH2:47][CH2:48][CH2:49][CH2:50]4)[cH:42][cH:43]3)[CH2:57][CH3:58])[cH:33][cH:34]2)[cH:27][cH:28]1)=[O:60].[CH3:2][CH2:3][CH2:4][CH2:5][N+:6]([CH2:7][CH2:8][CH2:9][CH3:10])([CH2:11][CH2:12][CH2:13][CH3:14])[CH2:15][CH2:16][CH2:17][CH3:18].[F-:1].[O:61]1[CH2:62][CH2:63][CH2:64][CH2:65]1>>[CH3:19][O:20][C:21]([CH2:22][c:23]1[n:24][cH:25][c:26](-[c:29]2[c:30]([CH3:59])[cH:31][c:32]([C:35]([CH2:36][CH3:37])([c:38]3[cH:39][c:40]([CH3:56])[c:41]([C:44]#[C:45][C:46]4([OH:51])[CH2:47][CH2:48][CH2:49][CH2:50]4)[cH:42][cH:43]3)[CH2:57][CH3:58])[cH:33][cH:34]2)[cH:27][cH:28]1)=[O:60]. Reagents/catalysts: [Pd] (Pd/C). Reaction conditions: time 12 hour. Yield: 88.2%. RXN SMILES: [F:1][CH2:2][C:3]([CH2:15][F:16])([CH3:14])[C:4]([O:6]CC1C=CC=CC=1)=[O:5]>CCOC(C)=O.[Pd]>[F:1][CH2:2][C:3]([CH2:15][F:16])([CH3:14])[C:4]([OH:6])=[O:5]. Run in CCOC(=O)C (EtOAc). The product is FCC(C(=O)O)(C)CF (3-Fluoro-2-(fluoromethyl)-2-methylpropanoic acid). Reported procedure: To a stirred solution of Intermediate 209A (0.300 g, 1.314 mmol) in EtOAc (5 mL) was added 10% Pd/C (0.140 g, 0.131 mmol). The reaction mixture was stirred for 12 h under an atmosphere of hydrogen (15 psi). The reaction mixture was then filtered through a pad of CELITE® and the cake was washed with EtOAc. The filtrate was concentrated under reduced pressure to afford Intermediate 209B as a yellow liquid (160 mg, 88%). The crude product was used without further purification. 1H NMR (400 MHz, DMSO... Starting materials: FCC(C(=O)OCC1=CC=CC=C1)(C)CF (Benzyl 3-fluoro-2-(fluoromethyl)-2-methylpropanoate). Starting materials: BrCC1CCOCC1, CC([O-])=S, CCOCC, [K+], CN(C)C=O. Yields the product CC(=O)SCC1CCOCC1. RXN SMILES: [Br:1][CH2:2][CH:3]1[CH2:4][CH2:5][O:6][CH2:7][CH2:8]1.[C:9]([CH3:10])(=[S:11])[O-:12].[CH3:14][CH2:15][O:16][CH2:17][CH3:18].[K+:13].[O:19]=[CH:20][N:21]([CH3:22])[CH3:23]>>[CH2:2]([CH:3]1[CH2:4][CH2:5][O:6][CH2:7][CH2:8]1)[S:11][C:9]([CH3:10])=[O:12]. The reactants are IC1=CC=C(C=C1)CCN (2-(4-iodophenyl)ethylamine), C1(C=2C(C(=O)O1)=CC=CC2)=O (phthalic anhydride). Solvent: C(C)(=O)O (acetic acid). The product is IC1=CC=C(C=C1)CCN1C(C2=CC=CC=C2C1=O)=O (2-[2-(4-Iodophenyl)ethyl]-1H-isoindole-1,3(2H)-dione). The yield is 64.8%. As a reaction SMILES: [I:1][C:2]1[CH:7]=[CH:6][C:5]([CH2:8][CH2:9][NH2:10])=[CH:4][CH:3]=1.[C:11]1(=O)[O:16][C:14](=[O:15])[C:13]2=[CH:17][CH:18]=[CH:19][CH:20]=[C:12]12>C(O)(=O)C>[I:1][C:2]1[CH:7]=[CH:6][C:5]([CH2:8][CH2:9][N:10]2[C:14](=[O:15])[C:13]3[C:12](=[CH:20][CH:19]=[CH:18][CH:17]=3)[C:11]2=[O:16])=[CH:4][CH:3]=1. Reported procedure: A solution of 2-(4-iodophenyl)ethylamine (7.08 g) and phthalic anhydride (4.24 g) in acetic acid (100 mL) was refluxed for 4 h. The solvent was evaporated and the residue triturated with ethanol (100 mL). The solid was filtered to afford the title intermediate (7.0 g) as a white solid.